This data is from the Open Reaction Database (ORD), a public repository of structured organic reaction records. The task is: describe an organic reaction: reactants, conditions, products, and yield The reactants are CNCCNC(OCC1=CC=CC=C1)=O (benzyl 2-(methylamino)ethylcarbamate), FC=1C(=NC=CC1)C#N (3-fluoro-2-cyanopyridine), CS(=O)C (DMSO), EtOAc Hexanes. Solvent: C(Cl)(Cl)Cl (CHCl3). Product: C(#N)C1=NC=CC=C1NCCN(C(OCC1=CC=CC=C1)=O)C (benzyl 2-[(2-cyanopyridin-3-yl)amino]ethyl(methyl)carbamate). RXN SMILES: [CH3:1][NH:2][CH2:3][CH2:4][NH:5][C:6](=[O:15])[O:7][CH2:8][C:9]1[CH:14]=[CH:13][CH:12]=[CH:11][CH:10]=1.FC1[C:18]([C:23]#[N:24])=[N:19][CH:20]=[CH:21][CH:22]=1.[CH3:25]S(C)=O>C(Cl)(Cl)Cl>[C:23]([C:18]1[C:1]([NH:2][CH2:3][CH2:4][N:5]([CH3:25])[C:6](=[O:15])[O:7][CH2:8][C:9]2[CH:14]=[CH:13][CH:12]=[CH:11][CH:10]=2)=[CH:22][CH:21]=[CH:20][N:19]=1)#[N:24]. Reported procedure: A solution of benzyl 2-(methylamino)ethylcarbamate (prepared as described in example 7, 14 g, 72.1 mmol) in DMSO (20 mL) was reacted with 3-fluoro-2-cyanopyridine (see example 2, 8 g, 65.5 mmol) in a pressure vessel at 85° C. overnight. The resulting mixture was diluted with CHCl3 (100 mL) and added to the top of a silica gel column (150 mm by 7 inches) packed with 20% EtOAc/Hexanes. The column was eluted with a gradient of 20% EtOAc/Hexanes to 100% EtOAc and the clean fractions combined and eva... Reactants: C=1C=CC2=C(C1)N=NN2O (HOBt), Cl.ClC1=C(OC2CCNCC2)C=CC=C1 (4-(2-chloro-phenoxy)-piperidine hydrochloride), CCN(C(C)C)C(C)C (DIPEA), CCN=C=NCCCN(C)C.Cl (EDCI.HCl), C1(=CC=C(C=C1)NC(=O)C1(CC1)C(=O)O)C1=CC=CC=C1 (1-(biphenyl-4-ylcarbamoyl)-cyclopropanecarboxylic acid). The solvent is O (water), CN(C)C=O (DMF). Conditions: time 8 hour. Yields the product C1(=CC=C(C=C1)NC(=O)C1(CC1)C(=O)N1CCC(CC1)OC1=C(C=CC=C1)Cl)C1=CC=CC=C1 (1-[4-(2-chloro-phenoxy)-piperidine-1-carbonyl]-cyclopropanecarboxylic acid biphenyl-4-ylamide). Isolated yield 46.9%. RXN SMILES: C1C=CC2N(O)N=NC=2C=1.CCN(C(C)C)C(C)C.CCN=C=NCCCN(C)C.Cl.Cl.[Cl:33][C:34]1[CH:46]=[CH:45][CH:44]=[CH:43][C:35]=1[O:36][CH:37]1[CH2:42][CH2:41][NH:40][CH2:39][CH2:38]1.[C:47]1([C:62]2[CH:67]=[CH:66][CH:65]=[CH:64][CH:63]=2)[CH:52]=[CH:51][C:50]([NH:53][C:54]([C:56]2([C:59](O)=[O:60])[CH2:58][CH2:57]2)=[O:55])=[CH:49][CH:48]=1>CN(C=O)C.O>[C:47]1([C:62]2[CH:63]=[CH:64][CH:65]=[CH:66][CH:67]=2)[CH:52]=[CH:51][C:50]([NH:53][C:54]([C:56]2([C:59]([N:40]3[CH2:41][CH2:42][CH:37]([O:36][C:35]4[CH:43]=[CH:44][CH:45]=[CH:46][C:34]=4[Cl:33])[CH2:38][CH2:39]3)=[O:60])[CH2:58][CH2:57]2)=[O:55])=[CH:49][CH:48]=1 |f:2.3,4.5|. Reported procedure: HOBt (57 mg, 0.42 mol) and DIPEA (137 mg, 1.06 mmole), EDCI.HCl (82 mg, 0.42 mol) followed by 4-(2-chloro-phenoxy)-piperidine hydrochloride (105 mg, 0.42 mol) were added to a stirred solution of 1-(biphenyl-4-ylcarbamoyl)-cyclopropanecarboxylic acid (100 mg, 0.35 mmol) in DMF (2.0 mL) and the resulting mixture was stirred at ambient temperature overnight. The reaction mixture was then diluted with water. The product was extracted with ethylacetate and the organic layers were washed with brine an...